From a dataset of the Open Reaction Database (ORD), a public repository of structured organic reaction records. describe an organic reaction: reactants, conditions, products, and yield Starting materials: COc1ccc(CN2C(=O)C(CCBr)OC(C#CC3CC3)(C(F)(F)F)c3cc(Cl)ccc32)cc1, CC#N, [NH4+], O=[N+]([O-])[O-], O. Product: O=C1Nc2ccc(Cl)cc2C(C#CC2CC2)(C(F)(F)F)OC1CCBr. RXN SMILES: [Br:1][CH2:2][CH2:3][CH:4]1[C:5](=[O:34])[N:6]([CH2:25][c:26]2[cH:27][cH:28][c:29]([O:30][CH3:31])[cH:32][cH:33]2)[c:7]2[c:8]([cH:20][c:21]([Cl:24])[cH:22][cH:23]2)[C:9]([C:11]([F:12])([F:13])[F:14])([C:15]#[C:16][CH:17]2[CH2:18][CH2:19]2)[O:10]1.[CH3:41][C:42]#[N:43].[NH4+:36].[O-:37][N+:38](=[O:39])[O-:40].[OH2:35]>>[Br:1][CH2:2][CH2:3][CH:4]1[C:5](=[O:34])[NH:6][c:7]2[c:8]([cH:20][c:21]([Cl:24])[cH:22][cH:23]2)[C:9]([C:11]([F:12])([F:13])[F:14])([C:15]#[C:16][CH:17]2[CH2:18][CH2:19]2)[O:10]1.